describe an organic reaction: reactants, conditions, products, and yield From a dataset of the Open Reaction Database (ORD), a public repository of structured organic reaction records. The reactants are C(C)N1C=C(C(C2=CC(=C(C(=C12)F)F)F)=O)C(=O)OCC (1-ethyl-1,4-dihydro-6,7,8-trifluoro-4-oxo-3-quinolinecarboxylic acid, ethyl ester). The solvent is Cl (hydrochloric acid). The product is C(C)N1C=C(C(C2=CC(=C(C(=C12)F)F)F)=O)C(=O)O (1-ethyl-1,4-dihydro-6,7,8-trifluoro-4-oxo-3-quinolinecarboxylic acid). Isolated yield 62.3%. As a reaction SMILES: [CH2:1]([N:3]1[C:12]2[C:7](=[CH:8][C:9]([F:15])=[C:10]([F:14])[C:11]=2[F:13])[C:6](=[O:16])[C:5]([C:17]([O:19]CC)=[O:18])=[CH:4]1)[CH3:2]>Cl>[CH2:1]([N:3]1[C:12]2[C:7](=[CH:8][C:9]([F:15])=[C:10]([F:14])[C:11]=2[F:13])[C:6](=[O:16])[C:5]([C:17]([OH:19])=[O:18])=[CH:4]1)[CH3:2]. Procedure: A mixture of 17.7 g of the above ester was refluxed in 150 ml of 37% hydrochloric acid for 2 hours, giving 10 g of 1-ethyl-1,4-dihydro-6,7,8-trifluoro-4-oxo-3-quinolinecarboxylic acid, mp 240° C. (dec.). Starting materials: BrC=1C=CC(=C(CN(CC)C2=NC=C(C=C2)C(=O)O)C1)O (2-[N-(5-Bromo-2-hydroxybenzyl)-N-ethylamino]pyridine-5-carboxylic acid), C(=O)(C=1NC=CN1)C=1NC=CN1 (carbonyl diimidazole), N (ammonia). Solvent: O1CCCC1 (tetrahydrofuran). Conditions: time 1 hour. The product is BrC=1C=CC(=C(CN(CC)C2=NC=C(C=C2)C(=O)N)C1)O (2-[N-(5-Bromo-2-hydroxybenzyl)-N-ethylamino]pyridine-5-carboxamide). The yield is 108.1%. RXN SMILES: [Br:1][C:2]1[CH:3]=[CH:4][C:5]([OH:21])=[C:6]([CH:20]=1)[CH2:7][N:8]([C:11]1[CH:16]=[CH:15][C:14]([C:17](O)=[O:18])=[CH:13][N:12]=1)[CH2:9][CH3:10].C(C1NC=CN=1)(C1[NH:25]C=CN=1)=O.N>O1CCCC1>[Br:1][C:2]1[CH:3]=[CH:4][C:5]([OH:21])=[C:6]([CH:20]=1)[CH2:7][N:8]([C:11]1[CH:16]=[CH:15][C:14]([C:17]([NH2:25])=[O:18])=[CH:13][N:12]=1)[CH2:9][CH3:10]. Procedure details: 2-[N-(5-Bromo-2-hydroxybenzyl)-N-ethylamino]pyridine-5-carboxylic acid (example 7) (1.8 g, 5.1 mmol) in tetrahydrofuran (40 ml) treated with carbonyl diimidazole (1.8 g, 11 mmol) and heated at gentle reflux for 4 hours. The mixture was cooled and added to 0.88 aqueous ammonia solution (60 ml), stirred for 1 hour at ambient temperature and then evaporated to low bulk. The resultant white solid was diluted with ice/water, filtered, washed with cold water and air dried to give the title compound as... Starting materials: COC=1C=C(C=CC1N1C=NC(=C1)C)NC(=S)N ([3-methoxy-4-(4-methyl-imidazol-1-yl)-phenyl]-thiourea), BrC1CCCC(C1=O)(CCC)C1=CC(=CC=C1)OC (6-bromo-2-(3-methoxy-phenyl)-2-propyl-cyclohexanone). Run in C(C)O (ethanol). Product: COC=1C=C(C=CC1N1C=NC(=C1)C)NC=1SC2=C(N1)C(CCC2)(CCC)C2=CC(=CC=C2)OC ([3-Methoxy-4-(4-methyl-imidazol-1-yl)-phenyl]-[4-(3-methoxy-phenyl)-4-propyl-4,5,6,7-tetrahydro-benzothiazol-2-yl]-amine). Yield: 2.7%. As a reaction SMILES: [CH3:1][O:2][C:3]1[CH:4]=[C:5]([NH:15][C:16]([NH2:18])=[S:17])[CH:6]=[CH:7][C:8]=1[N:9]1[CH:13]=[C:12]([CH3:14])[N:11]=[CH:10]1.Br[CH:20]1[C:25](=O)[C:24]([C:30]2[CH:35]=[CH:34][CH:33]=[C:32]([O:36][CH3:37])[CH:31]=2)([CH2:27][CH2:28][CH3:29])[CH2:23][CH2:22][CH2:21]1>C(O)C>[CH3:1][O:2][C:3]1[CH:4]=[C:5]([NH:15][C:16]2[S:17][C:22]3[CH2:21][CH2:20][CH2:25][C:24]([C:30]4[CH:35]=[CH:34][CH:33]=[C:32]([O:36][CH3:37])[CH:31]=4)([CH2:27][CH2:28][CH3:29])[C:23]=3[N:18]=2)[CH:6]=[CH:7][C:8]=1[N:9]1[CH:13]=[C:12]([CH3:14])[N:11]=[CH:10]1. Reported procedure: A suspension of [3-methoxy-4-(4-methyl-imidazol-1-yl)-phenyl]-thiourea (100 mg, 0.38 mmol) and of crude 6-bromo-2-(3-methoxy-phenyl)-2-propyl-cyclohexanone (126 mg, 0.39 mmol) in ethanol (5 mL) was heated to reflux under an atmosphere of nitrogen for 2 days. After cooling to room temperature the solvent was evaporated under reduced pressure and the residue was purified by reversed preparative HPLC using acetonitril/water (0.1% formic acid) to yield the title compound (5 mg, 3%) as a yellow solid... Starting materials: C(C)(C)(C)OC(=O)N1N=C(C2=CC(=CC=C12)OCC1=CC=CC=C1)C=1N(C2=CC=C(C=C2C1)O)C(=O)OC(C)(C)C (5-benzyloxy-3-(1-tert-butoxycarbonyl-5-hydroxy-1H-indol-2-yl)indazole-1-carboxylic acid tert-butyl ester), BrCCCl (1-bromo-2-chloroethane), [OH-].[Na+] (sodium hydroxide). Reagents/catalysts: [Br-].C(CCC)[N+](CCCC)(CCCC)CCCC (tetrabutylammonium bromide). Run in ClCCl (dichloromethane), O (water). Reaction conditions: temperature 20 celsius, time 6 hour. Yields the product C(C)(C)(C)OC(=O)N1N=C(C2=CC(=CC=C12)OCC1=CC=CC=C1)C=1N(C2=CC=C(C=C2C1)OCCCl)C(=O)OC(C)(C)C (5-benzyloxy-3-[1-tert-butoxycarbonyl-5-(2-chloroethoxy)-1H-indol-2-yl]-indazole-1-carboxylic acid tert-butyl ester). RXN SMILES: [C:1]([O:5][C:6]([N:8]1[C:16]2[C:11](=[CH:12][C:13]([O:17][CH2:18][C:19]3[CH:24]=[CH:23][CH:22]=[CH:21][CH:20]=3)=[CH:14][CH:15]=2)[C:10]([C:25]2[N:26]([C:35]([O:37][C:38]([CH3:41])([CH3:40])[CH3:39])=[O:36])[C:27]3[C:32]([CH:33]=2)=[CH:31][C:30]([OH:34])=[CH:29][CH:28]=3)=[N:9]1)=[O:7])([CH3:4])([CH3:3])[CH3:2].Br[CH2:43][CH2:44][Cl:45].[OH-].[Na+]>ClCCl.[Br-].C([N+](CCCC)(CCCC)CCCC)CCC.O>[C:1]([O:5][C:6]([N:8]1[C:16]2[C:11](=[CH:12][C:13]([O:17][CH2:18][C:19]3[CH:20]=[CH:21][CH:22]=[CH:23][CH:24]=3)=[CH:14][CH:15]=2)[C:10]([C:25]2[N:26]([C:35]([O:37][C:38]([CH3:41])([CH3:40])[CH3:39])=[O:36])[C:27]3[C:32]([CH:33]=2)=[CH:31][C:30]([O:34][CH2:43][CH2:44][Cl:45])=[CH:29][CH:28]=3)=[N:9]1)=[O:7])([CH3:4])([CH3:3])[CH3:2] |f:2.3,5.6|. Procedure: A solution of 100 mg of 5-benzyloxy-3-(1-tert-butoxycarbonyl-5-hydroxy-1H-indol-2-yl)indazole-1-carboxylic acid tert-butyl ester and 132 μl of 1-bromo-2-chloroethane in 5 ml of dichloromethane is mixed with an aqueous solution of 72 mg of tetrabutylammonium bromide and of 270 μl of 2N sodium hydroxide in 5 ml of distilled water. The reaction mixture is stirred vigorously at 20° C. for 6 hours. After separation by settling out and washing with water (4×5 ml), the organic extracts are combined, dr...